From a dataset of the Open Reaction Database (ORD), a public repository of structured organic reaction records. describe an organic reaction: reactants, conditions, products, and yield Starting materials: [OH-].[Na+] (sodium hydroxide), NC1=C(C#N)C=C(C(=N1)C=1OC=CC1)C1=CN(C(C=C1)=O)CC (2-amino-5-(1-ethyl-6-oxo-1,6-dihydro-3-pyridinyl)-6-(2-furyl)nicotinonitrile), C(C)O (Ethanol), Cl (hydrochloric acid). Yields the product NC1=C(C(=O)O)C=C(C(=N1)C=1OC=CC1)C1=CN(C(C=C1)=O)CC (2-Amino-5-(l-ethyl-6-oxo-1,6-dihydro-3-pyridinyl)-6-(2-furyl)nicotinic acid). Yield: 98.0%. RXN SMILES: [OH-:1].[Na+].[NH2:3][C:4]1[N:11]=[C:10]([C:12]2[O:13][CH:14]=[CH:15][CH:16]=2)[C:9]([C:17]2[CH:22]=[CH:21][C:20](=[O:23])[N:19]([CH2:24][CH3:25])[CH:18]=2)=[CH:8]C=1C#N.Cl.[CH2:27]([OH:29])[CH3:28]>>[NH2:3][C:4]1[N:11]=[C:10]([C:12]2[O:13][CH:14]=[CH:15][CH:16]=2)[C:9]([C:17]2[CH:22]=[CH:21][C:20](=[O:23])[N:19]([CH2:24][CH3:25])[CH:18]=2)=[CH:8][C:28]=1[C:27]([OH:1])=[O:29] |f:0.1|. Procedure details: Ethanol (5 mL) and 5 N aqueous sodium hydroxide (10 mL) were added to 2-amino-5-(1-ethyl-6-oxo-1,6-dihydro-3-pyridinyl)-6-(2-furyl)nicotinonitrile (308 mg, 1.01 mmol), followed by heating under reflux for 4 hours. After cooling as it was, the reaction solution was neutralized with 5 N hydrochloric acid. The resulting solid was collected by filtration and then washed with water, to give the title compound (320 mg, 98%) as a yellow solid. Starting materials: Cl.C(C)N=C=NCCCN(C)C (1-Ethyl-3-(3′-dimethylaminopropyl)carbodiimide hydrochloride), NC/C=C/C=1C[C@@H]2N(C(C3=C(N(C2=O)COCC[Si](C)(C)C)C=C(C(=C3)OC)OCCCOC=3C(=CC2=C(N(C([C@H]4N(C2=O)C=C(C4)C4=CC=C(C=C4)N4CCN(CC4)C)=O)COCC[Si](C)(C)C)C3)OC)=O)C1 ((S)-2-((E)-3-aminoprop-1-enyl)-7-methoxy-8-(3-((S)-7-methoxy-2-(4-(4-methylpiperazin-1-yl)phenyl)-5,11-dioxo-10-((2-(trimethylsilyl)ethoxy)methyl)-5,10,11,11a-tetrahydro-1H-benzo[e]pyrrolo[1,2-a][1,4]diazepin-8-yloxy)propoxy)-10-((2-(trimethylsilyl)ethoxy)methyl)-1H-benzo[e]pyrrolo[1,2-a][1,4]diazepine-5,11(10H,11aH)-dione), C1=CC=CC=2C3=CC=CC=C3C(C12)COC(=O)N[C@H](C(=O)N[C@H](C(=O)O)C)C(C)C ((S)-2-((S)-2-(((9H-fluoren-9-yl)methoxy)carbonylamino)-3-methylbutanamido)propanoic acid). Run in ClCCl (dichloromethane), ClCCl (dichloromethane). Conditions: time 80 minute. Product: COC1=CC2=C(N(C([C@H]3N(C2=O)C=C(C3)/C=C/CNC([C@H](C)NC([C@H](C(C)C)NC(OCC3C2=CC=CC=C2C=2C=CC=CC32)=O)=O)=O)=O)COCC[Si](C)(C)C)C=C1OCCCOC=1C(=CC3=C(N(C([C@H]2N(C3=O)C=C(C2)C2=CC=C(C=C2)N2CCN(CC2)C)=O)COCC[Si](C)(C)C)C1)OC ((9H-fluoren-9-yl)methyl(S)-1-((S)-1-((E)-3-((S)-7-methoxy-8-(3-((S)-7-methoxy-2-(4-(4-methylpiperazin-1-yl)phenyl)-5,11-dioxo-10-((2-(trimethylsilyl)ethoxy)methyl)-5,10,11,11a-tetrahydro-1H-benzo[e]pyrrolo[1,2-a][1,4]diazepin-8-yloxy)propoxy)-5,11-dioxo-10-((2-(trimethylsilyl)ethoxy)methyl)-5,10,11,11a-tetrahydro-1H-benzo[e]pyrrolo[1,2-a][1,4]diazepin-2-yl)allylamino)-1-oxopropan-2-ylamino)-3-methyl-1-oxobutan-2-ylcarbamate). Isolated yield 60.2%. RXN SMILES: Cl.C(N=C=NCCCN(C)C)C.[NH2:13][CH2:14]/[CH:15]=[CH:16]/[C:17]1[CH2:18][C@H:19]2[C:25](=[O:26])[N:24]([CH2:27][O:28][CH2:29][CH2:30][Si:31]([CH3:34])([CH3:33])[CH3:32])[C:23]3[CH:35]=[C:36]([O:41][CH2:42][CH2:43][CH2:44][O:45][C:46]4[C:47]([O:83][CH3:84])=[CH:48][C:49]5[C:55](=[O:56])[N:54]6[CH:57]=[C:58]([C:60]7[CH:65]=[CH:64][C:63]([N:66]8[CH2:71][CH2:70][N:69]([CH3:72])[CH2:68][CH2:67]8)=[CH:62][CH:61]=7)[CH2:59][C@H:53]6[C:52](=[O:73])[N:51]([CH2:74][O:75][CH2:76][CH2:77][Si:78]([CH3:81])([CH3:80])[CH3:79])[C:50]=5[CH:82]=4)[C:37]([O:39][CH3:40])=[CH:38][C:22]=3[C:21](=[O:85])[N:20]2[CH:86]=1.[CH:87]1[C:99]2[CH:98]([CH2:100][O:101][C:102]([NH:104][C@@H:105]([CH:114]([CH3:116])[CH3:115])[C:106]([NH:108][C@@H:109]([CH3:113])[C:110](O)=[O:111])=[O:107])=[O:103])[C:97]3[C:92](=[CH:93][CH:94]=[CH:95][CH:96]=3)[C:91]=2[CH:90]=[CH:89][CH:88]=1>ClCCl>[CH3:40][O:39][C:37]1[C:36]([O:41][CH2:42][CH2:43][CH2:44][O:45][C:46]2[C:47]([O:83][CH3:84])=[CH:48][C:49]3[C:55](=[O:56])[N:54]4[CH:57]=[C:58]([C:60]5[CH:61]=[CH:62][C:63]([N:66]6[CH2:71][CH2:70][N:69]([CH3:72])[CH2:68][CH2:67]6)=[CH:64][CH:65]=5)[CH2:59][C@H:53]4[C:52](=[O:73])[N:51]([CH2:74][O:75][CH2:76][CH2:77][Si:78]([CH3:80])([CH3:79])[CH3:81])[C:50]=3[CH:82]=2)=[CH:35][C:23]2[N:24]([CH2:27][O:28][CH2:29][CH2:30][Si:31]([CH3:33])([CH3:34])[CH3:32])[C:25](=[O:26])[C@@H:19]3[CH2:18][C:17](/[CH:16]=[CH:15]/[CH2:14][NH:13][C:110](=[O:111])[C@@H:109]([NH:108][C:106](=[O:107])[C@@H:105]([NH:104][C:102](=[O:103])[O:101][CH2:100][CH:98]4[C:99]5[CH:87]=[CH:88][CH:89]=[CH:90][C:91]=5[C:92]5[C:97]4=[CH:96][CH:95]=[CH:94][CH:93]=5)[CH:114]([CH3:116])[CH3:115])[CH3:113])=[CH:86][N:20]3[C:21](=[O:85])[C:22]=2[CH:38]=1 |f:0.1|. Reported procedure: 1-Ethyl-3-(3′-dimethylaminopropyl)carbodiimide hydrochloride (0.0541 g, 0.282 mmol, 1.0 eq.) was added to a solution of allylamine 17e (assumed 100% yield, 0.296 g, 0.282 mmol, 1.0 eq.) and HO-Ala-Val-Fmoc 12 (0.116 g, 0.282 mmol, 1.0 eq.) in dry dichloromethane (18 mL). The reaction mixture was stirred for 80 minutes at room temperature when the reaction mixture was diluted with dichloromethane (30 mL) and washed sequentially with water (30 mL) and brine (30 mL). The organic layer was dried ove... Reactants: [N+](=O)([O-])C1=C(C=C(C(=C1)F)Cl)NC(C)=O (N-(2-nitro-4-fluoro-5-chlorophenyl)acetamide), [K+].[Br-] (KBr), N1CCCC1 (pyrrolidine), [OH-].[K+] (potassium hydroxide). Solvent: CS(=O)C (dimethyl sulfoxide). Yields the product [N+](=O)([O-])C1=C(N)C=C(C(=C1)F)N1CCCC1 (2-Nitro-4-fluoro-5-(pyrrolidin-1-yl)aniline). Yield: 85.3%. Reaction SMILES: [N+:1]([C:4]1[CH:9]=[C:8]([F:10])[C:7](Cl)=[CH:6][C:5]=1[NH:12]C(=O)C)([O-:3])=[O:2].[NH:16]1[CH2:20][CH2:19][CH2:18][CH2:17]1.[OH-].[K+].[K+].[Br-]>CS(C)=O>[N+:1]([C:4]1[CH:9]=[C:8]([F:10])[C:7]([N:16]2[CH2:20][CH2:19][CH2:18][CH2:17]2)=[CH:6][C:5]=1[NH2:12])([O-:3])=[O:2] |f:2.3,4.5|. Procedure: 2-Nitro-4-fluoro-5-(pyrrolidin-1-yl)aniline (12.3 g, 85%) was prepared by an analogous procedure to that described in preparation 1 (step 3) using N-(2-nitro-4-fluoro-5-chlorophenyl)acetamide (15.0 g, 0.064 mol) (obtained in preparation 1, step 2), pyrrolidine (22.9 g, 0.32 mol), potassium hydroxide (5.4 g, 0.096 mol) and dimethyl sulfoxide (60 mL). mp 115-116° C.; IR (KBr) 3478, 1536 cm-1 ; 1H NMR (CDCl3) δd 1.98 (m, 4H, (CH2)2), 3.50 (m, 4H, N(CH2)2), 5.64 (d, J=7.8 Hz, 1H), 6.09 (brs, 2H, NH2...